The task is: describe an organic reaction: reactants, conditions, products, and yield. This data is from the Open Reaction Database (ORD), a public repository of structured organic reaction records. RXN SMILES: F[C:2]1[CH:11]=[C:10]2[C:5]([CH:6]=[CH:7][C:8](=[O:14])[N:9]2[CH2:12][CH3:13])=[CH:4][N:3]=1.[CH3:15][N:16]1[CH2:21][CH2:20][N:19]([C:22]2[CH:28]=[CH:27][C:25]([NH2:26])=[CH:24][CH:23]=2)[CH2:18][CH2:17]1.C([N-]C(C)C)(C)C.[Li+]>C1COCC1.C(O)(=O)C>[CH2:12]([N:9]1[C:10]2[C:5](=[CH:4][N:3]=[C:2]([NH:26][C:25]3[CH:24]=[CH:23][C:22]([N:19]4[CH2:18][CH2:17][N:16]([CH3:15])[CH2:21][CH2:20]4)=[CH:28][CH:27]=3)[CH:11]=2)[CH:6]=[CH:7][C:8]1=[O:14])[CH3:13] |f:2.3|. Conditions: time 8 hour. Starting materials: FC1=NC=C2C=CC(N(C2=C1)CC)=O (7-fluoro-1-ethyl-1H-[1,6]naphthyridin-2-one), CN1CCN(CC1)C1=CC=C(N)C=C1 (4-(4-methyl-1-piperazinyl)aniline), C(C)(C)[N-]C(C)C.[Li+] (lithium diisopropylamide). Reagents/catalysts: C(C)(=O)O (acetic acid). Procedure: A stirred solution of (XV, where R2 is ethyl) (100 mg, 0.52 mmol), 4-(4-methyl-1-piperazinyl)aniline (0.26 g, 1.12 mmol) in THF (5.0 mL) under nitrogen at -78° C. was treated was treated with a solution (0.8 mL, 1.2 mmol) of lithium diisopropylamide (1.5 M in cyclohexane), then the temperature was allowed to rise slowly to 20° C. overnight. The resulting solution was treated with 3 drops of glacial acetic acid and concentrated to a dark residue that was purified by silica gel chromatography elut... The solvent is C1CCOC1 (THF). Product: C(C)N1C(C=CC2=CN=C(C=C12)NC1=CC=C(C=C1)N1CCN(CC1)C)=O (1-ethyl-7-[4-(4-methylpiperazin-1-yl)phenylamino]-1H-[1,6]naphthyridin-2-one). The yield is 44.0%. The reactants are C1(=CC=CC=C1)C(C(=O)OCC)=O (Ethyl phenylglyoxylate). Run in CN(C)C=O (DMF). Yields the product O[C@@H](C(=O)OCC)C1=CC=CC=C1 (ethyl (R)-(-)-2-hydroxy-2-phenylacetate). Isolated yield 86.7%. RXN SMILES: [C:1]1([C:7](=[O:13])[C:8]([O:10][CH2:11][CH3:12])=[O:9])[CH:6]=[CH:5][CH:4]=[CH:3][CH:2]=1>CN(C=O)C>[OH:13][C@H:7]([C:1]1[CH:6]=[CH:5][CH:4]=[CH:3][CH:2]=1)[C:8]([O:10][CH2:11][CH3:12])=[O:9]. Reported procedure: Ethyl phenylglyoxylate (1.6 mmol) was asymmetrically reduced in the same manner as in Example 6, except that DMF was used as the reaction medium, giving 0.25 g of ethyl (R)-(-)-2-hydroxy-2-phenylacetate, having specific rotation [α]D20 of 38.8° (cl. 00, CHCl3). The synthesis yield was 80% and the optical yield was 75% e.e. Starting materials: CCOC(=O)CCCCBr, CN(C)C=O, CCOC(C)=O, [H-], Cc1ccc2c(c1)nc(N)c1ncc(CCc3ccc(O)cc3)cc12, [Na+], O. Product: CCOC(=O)CCCCOc1ccc(CCc2cnc3c(N)nc4cc(C)ccc4c3c2)cc1. RXN SMILES: [Br:28][CH2:29][CH2:30][CH2:31][CH2:32][C:33](=[O:34])[O:35][CH2:36][CH3:37].[CH3:38][N:39]([CH3:40])[CH:41]=[O:42].[CH3:43][CH2:44][O:45][C:46](=[O:47])[CH3:48].[H-:26].[NH2:1][c:2]1[n:3][c:4]2[c:5]([c:6]3[cH:7][c:8]([CH2:12][CH2:13][c:14]4[cH:15][cH:16][c:17]([OH:20])[cH:18][cH:19]4)[cH:9][n:10][c:11]13)[cH:21][cH:22][c:23]([CH3:25])[cH:24]2.[Na+:27].[OH2:49]>>[NH2:1][c:2]1[n:3][c:4]2[c:5]([c:6]3[cH:7][c:8]([CH2:12][CH2:13][c:14]4[cH:15][cH:16][c:17]([O:20][CH2:29][CH2:30][CH2:31][CH2:32][C:33](=[O:34])[O:35][CH2:36][CH3:37])[cH:18][cH:19]4)[cH:9][n:10][c:11]13)[cH:21][cH:22][c:23]([CH3:25])[cH:24]2. Starting materials: CC(=CCC1=C(C=C(C=C1)O)O)CCCC(CCCC(CCCC(C)C)C)C (4-(3,7,11,15-tetramethyl-2-hexadecenyl)-1,3-benzenediol), Cl (hydrochloric acid), O (water). Solvent: CO (methanol). The product is CC1(OC2=CC(=CC=C2CC1)O)CCCC(CCCC(CCCC(C)C)C)C (2-Methyl-2-(4,8,12-trimethyltridecyl)-7-chromanol). Isolated yield 70.0%. As a reaction SMILES: [CH3:1][C:2]([CH2:13][CH2:14][CH2:15][CH:16]([CH3:28])[CH2:17][CH2:18][CH2:19][CH:20]([CH3:27])[CH2:21][CH2:22][CH2:23][CH:24]([CH3:26])[CH3:25])=[CH:3][CH2:4][C:5]1[CH:10]=[CH:9][C:8]([OH:11])=[CH:7][C:6]=1[OH:12].Cl.O>CO>[CH3:1][C:2]1([CH2:13][CH2:14][CH2:15][CH:16]([CH3:28])[CH2:17][CH2:18][CH2:19][CH:20]([CH3:27])[CH2:21][CH2:22][CH2:23][CH:24]([CH3:26])[CH3:25])[CH2:3][CH2:4][C:5]2[C:6](=[CH:7][C:8]([OH:11])=[CH:9][CH:10]=2)[O:12]1. Reported procedure: A solution of 4-(3,7,11,15-tetramethyl-2-hexadecenyl)-1,3-benzenediol (870 mg; 2.24 mmole) and conc. hydrochloric acid (2.0 ml) in methanol (15 ml) was heated under reflux for 4 hours, then the reaction solution was poured into 70 ml of water and was extracted twice with isopropyl ether (50 ml). The extract was washed with 100 ml of water (twice) and 100 ml of saturated aqueous solution of sodium chloride (once), followed by drying it over anhydrous magnesium sulfate, distilling off the solvent ... Reactants: Brc1ccnc2ccsc12, C1CCOC1, [Li]CCCC, CCCCCC, CO, O. Product: c1cnc2ccsc2c1. Reaction SMILES: [Br:1][c:2]1[c:3]2[c:4]([n:5][cH:6][cH:7]1)[cH:8][cH:9][s:10]2.[CH2:25]1[O:26][CH2:27][CH2:28][CH2:29]1.[CH3:11][CH2:12][CH2:13][CH2:14][Li:15].[CH3:16][CH2:17][CH2:18][CH2:19][CH2:20][CH3:21].[CH3:22][OH:23].[OH2:24]>>[cH:2]1[c:3]2[c:4]([n:5][cH:6][cH:7]1)[cH:8][cH:9][s:10]2. The product is CC(CCN1CCN(c2cc(C(F)(F)F)nc(C(C)(C)C)n2)CC1)CN1C(=O)CCc2ccccc21. RXN SMILES: [C:1]([CH3:2])([CH3:3])([CH3:4])[c:5]1[n:6][c:7]([C:33]([F:34])([F:35])[F:36])[cH:8][c:9]([N:11]2[CH2:12][CH2:13][N:14]([CH2:17][CH:18]=[C:19]([CH2:20][N:21]3[C:22](=[O:31])[CH2:23][CH2:24][c:25]4[cH:26][cH:27][cH:28][cH:29][c:30]43)[CH3:32])[CH2:15][CH2:16]2)[n:10]1.[CH3:37][OH:38]>>[C:1]([CH3:2])([CH3:3])([CH3:4])[c:5]1[n:6][c:7]([C:33]([F:34])([F:35])[F:36])[cH:8][c:9]([N:11]2[CH2:12][CH2:13][N:14]([CH2:17][CH2:18][CH:19]([CH2:20][N:21]3[C:22](=[O:31])[CH2:23][CH2:24][c:25]4[cH:26][cH:27][cH:28][cH:29][c:30]43)[CH3:32])[CH2:15][CH2:16]2)[n:10]1. The reactants are CC(=CCN1CCN(c2cc(C(F)(F)F)nc(C(C)(C)C)n2)CC1)CN1C(=O)CCc2ccccc21, CO. The reactants are ClC1=CC=C(CC2(C3=C(SCCC2CN(C)C)C=CC=C3)O)C=C1 ((4RS,5RS)-5-(4-chlorobenzyl)-4-dimethylaminomethyl-2,3,4,5-tetrahydro-benzo[b]thiepin-5-ol), CS(=O)(=O)O (methanesulfonic acid), N[C@@H](CCSC)C(=O)O (methionine). Yields the product Cl.ClC1=CC=C(CC=2C3=C(SCCC2CN(C)C)C=CC=C3)C=C1 ([5-(4-Chlorobenzyl)-2,3-dihydro-benzo[b]thiepin-4-ylmethyl]-dimethylamine hydrochloride). Reaction SMILES: [Cl:1][C:2]1[CH:24]=[CH:23][C:5]([CH2:6][C:7]2(O)[CH:13]([CH2:14][N:15]([CH3:17])[CH3:16])[CH2:12][CH2:11][S:10][C:9]3[CH:18]=[CH:19][CH:20]=[CH:21][C:8]2=3)=[CH:4][CH:3]=1.CS(O)(=O)=O.N[C@H](C(O)=O)CCSC>>[ClH:1].[Cl:1][C:2]1[CH:24]=[CH:23][C:5]([CH2:6][C:7]2[C:8]3[CH:21]=[CH:20][CH:19]=[CH:18][C:9]=3[S:10][CH2:11][CH2:12][C:13]=2[CH2:14][N:15]([CH3:17])[CH3:16])=[CH:4][CH:3]=1 |f:3.4|. Procedure details: 3.00 g (4RS,5RS)-5-(4-chlorobenzyl)-4-dimethylaminomethyl-2,3,4,5-tetrahydro-benzo[b]thiepin-5-ol (prepared as described in example 1 , stage 1 from (4RS)-4-dimethylaminomethyl-3,4-dihydro-2H-benzo[b]thiepin-5-one and 4-chlorobenzylmagnesium chloride), 17 ml methanesulfonic acid and 1.90 g methionine were stirred at 50° C. for 7 days. After working up, purification and conversion into the hydrochloride, as described in example 6, 1.87 g (59.4% of th.) of the title compound were obtained. Reactants: COC1(CCC2(OCCO2)CC1)C1=CC=C(C=C1)F (8-(4-fluorophenyl)-1,4-dioxaspiro[4.5]decan-8-ol methyl ether), C1(=CC=C(C=C1)S(=O)(=O)O)C (p-toluenesulfonic acid). Solvent: C(=O)(O)[O-].[Na+] (NaHCO3), CC(=O)C (acetone). The product is FC1=CC=C(C=C1)C1(CCC(CC1)=O)OC (4-(4-fluoro-phenyl)-4-methoxycyclohexanone). The yield is 94.0%. As a reaction SMILES: [CH3:1][O:2][C:3]1([C:13]2[CH:18]=[CH:17][C:16]([F:19])=[CH:15][CH:14]=2)[CH2:12][CH2:11][C:6]2(OCC[O:7]2)[CH2:5][CH2:4]1.C1(C)C=CC(S(O)(=O)=O)=CC=1>CC(C)=O.C([O-])(O)=O.[Na+]>[F:19][C:16]1[CH:15]=[CH:14][C:13]([C:3]2([O:2][CH3:1])[CH2:4][CH2:5][C:6](=[O:7])[CH2:11][CH2:12]2)=[CH:18][CH:17]=1 |f:3.4|. Reported procedure: A solution of 8-(4-fluorophenyl)-1,4-dioxaspiro[4.5]decan-8-ol methyl ether in acetone (200 ml) was stirred for 96 hr with p-toluenesulfonic acid (0.1 g) and the solution diluted with saturated NaHCO3 solution. The mixture was concentrated in vacuo and the residue suspended in water. The mixture was extracted with ether and the ether extracts dried and concentrated in vacuo. The residue was crystallized from hexane to give 4-(4-fluoro-phenyl)-4-methoxycyclohexanone (94%, mp: 57°-59° C.).